From a dataset of the Open Reaction Database (ORD), a public repository of structured organic reaction records. describe an organic reaction: reactants, conditions, products, and yield The reactants are C(C)(=O)OC1=CC(=CC=C1OC)C(=O)Cl (3-(chlorocarbonyl)-6-methoxyphenyl acetate), solution, C[Si](C)(C)C=[N+]=[N-] (trimethylsilyldiazomethane), Br (HBr). Solvent: C(Cl)Cl (CH2Cl2), CCCCCC (hexane), C(C)(=O)O (acetic acid). The product is C(C)(=O)OC1=C(C=CC(=C1)C(CBr)=O)OC (5-(2-bromoacetyl)-2-methoxyphenyl acetate), solid. Yield: 67.0%. As a reaction SMILES: [C:1]([O:4][C:5]1[C:10]([O:11][CH3:12])=[CH:9][CH:8]=[C:7]([C:13](Cl)=[O:14])[CH:6]=1)(=[O:3])[CH3:2].[CH3:16][Si](C=[N+]=[N-])(C)C.[BrH:23]>C(Cl)Cl.CCCCCC.C(O)(=O)C>[C:1]([O:4][C:5]1[CH:6]=[C:7]([C:13](=[O:14])[CH2:16][Br:23])[CH:8]=[CH:9][C:10]=1[O:11][CH3:12])(=[O:3])[CH3:2]. Procedure: Using the procedure in Example 85, step (b), the entire sample of 3-(chlorocarbonyl)-6-methoxyphenyl acetate (as prepared in the previous step) in 5 mL of anhyd CH2Cl2 was treated with 2.09 mL (4.18 mmol) of a 2 M solution of trimethylsilyldiazomethane in hexane and 456 μL (2.28 mmol) of 30 wt % HBr in acetic acid. Chromatography as in Example 85, step (b) followed by recrystallization from CH2Cl2-hexane afforded the title compound as a faintly yellow solid (366 mg, 67%). 1H-NMR (300 MHz, CDCl3)... Starting materials: ClC1=C(C=CC(=C1NCC1=C(C=CC(=C1)C1=CC(=CC=C1)F)F)F)O (2-chloro-4-fluoro-3-[[2-fluoro-5-(3-fluorophenyl)phenyl]methylamino]phenol), C(=O)([O-])[O-].[Cs+].[Cs+] (Cs2CO3), O (water), BrCC(=O)OCC (ethyl 2-bromoacetate). Solvent: CC(=O)C (acetone). Conditions: time 30 minute. Yields the product ClC1=C(OCC(=O)OCC)C=CC(=C1NCC1=C(C=CC(=C1)C1=CC(=CC=C1)F)F)F (Ethyl 2-[2-chloro-4-fluoro-3-[[2-fluoro-5-(3-fluorophenyl)phenyl]methylamino]phenoxy]acetate). Yield: 86.1%. Reaction SMILES: [Cl:1][C:2]1[C:7]([NH:8][CH2:9][C:10]2[CH:15]=[C:14]([C:16]3[CH:21]=[CH:20][CH:19]=[C:18]([F:22])[CH:17]=3)[CH:13]=[CH:12][C:11]=2[F:23])=[C:6]([F:24])[CH:5]=[CH:4][C:3]=1[OH:25].C([O-])([O-])=O.[Cs+].[Cs+].Br[CH2:33][C:34]([O:36][CH2:37][CH3:38])=[O:35].O>CC(C)=O>[Cl:1][C:2]1[C:7]([NH:8][CH2:9][C:10]2[CH:15]=[C:14]([C:16]3[CH:21]=[CH:20][CH:19]=[C:18]([F:22])[CH:17]=3)[CH:13]=[CH:12][C:11]=2[F:23])=[C:6]([F:24])[CH:5]=[CH:4][C:3]=1[O:25][CH2:33][C:34]([O:36][CH2:37][CH3:38])=[O:35] |f:1.2.3|. Reported procedure: To a solution of 2-chloro-4-fluoro-3-[[2-fluoro-5-(3-fluorophenyl)phenyl]methylamino]phenol (144 mg, 0.40 mmol, 1.0 eq) in acetone (3 mL) was added Cs2CO3 (193.5 mg, 0.59 mmol, 1.5 eq). The reaction mixture was stirred for 30 min, then ethyl 2-bromoacetate (79.3 mg, 0.48 mmol, 1.2 eq) was added. The reaction mixture was stirred at room temperature for 1 h and the resulting mixture poured into water and extracted with EtOAc. The organic extract was washed with water and brine, dried (Na2SO4), fil...